From a dataset of the Open Reaction Database (ORD), a public repository of structured organic reaction records. describe an organic reaction: reactants, conditions, products, and yield The reactants are BrCc1ccccc1, O=C([O-])[O-], COC(=O)C(Cc1c(Br)[nH]c2cc(Br)c(OC)c(Br)c12)NC(C)=O, CN(C)C=O, CO, ClC(Cl)Cl, [K+], [K+], O. The product is COC(=O)C(Cc1c(Br)n(Cc2ccccc2)c2cc(Br)c(OC)c(Br)c12)NC(C)=O. As a reaction SMILES: [Br:31][CH2:32][c:33]1[cH:34][cH:35][cH:36][cH:37][cH:38]1.[C:25](=[O:26])([O-:27])[O-:28].[CH3:1][O:2][C:3]([CH:4]([NH:5][C:6]([CH3:7])=[O:8])[CH2:9][c:10]1[c:11]([Br:23])[nH:12][c:13]2[cH:14][c:15]([Br:22])[c:16]([O:20][CH3:21])[c:17]([Br:19])[c:18]12)=[O:24].[CH3:40][N:41]([CH3:42])[CH:43]=[O:44].[CH3:45][OH:46].[CH:47]([Cl:48])([Cl:49])[Cl:50].[K+:29].[K+:30].[OH2:39]>>[CH3:1][O:2][C:3]([CH:4]([NH:5][C:6]([CH3:7])=[O:8])[CH2:9][c:10]1[c:11]([Br:23])[n:12]([CH2:32][c:33]2[cH:34][cH:35][cH:36][cH:37][cH:38]2)[c:13]2[cH:14][c:15]([Br:22])[c:16]([O:20][CH3:21])[c:17]([Br:19])[c:18]12)=[O:24]. Reactants: C(N)(=O)C12CC3C(C(CC(C1)C3)C2)NC2=C3C(=NC=C2C(=O)OCC2=CC=CC=C2)NC=C3 (benzyl 4-[(5-carbamoyladamantan-2-yl)amino]-1H-pyrrolo-[2,3-b]pyridine-5-carboxylate), [H][H] (hydrogen). The reagents and catalysts are [Pd] (Palladium on carbon). Run in CO (methanol), O1CCOCC1 (1,4-dioxane). The product is C(N)(=O)C12CC3C(C(CC(C1)C3)C2)NC2=C3C(=NC=C2C(=O)O)NC=C3 (4-[(5-carbamoyladamantan-2-yl)amino]-1H-pyrrolo[2,3-b]pyridine-5-carboxylic acid). The yield is 80.2%. RXN SMILES: [C:1]([C:4]12[CH2:13][CH:8]3[CH2:9][CH:10]([CH2:12][CH:6]([CH:7]3[NH:14][C:15]3[C:20]([C:21]([O:23]CC4C=CC=CC=4)=[O:22])=[CH:19][N:18]=[C:17]4[NH:31][CH:32]=[CH:33][C:16]=34)[CH2:5]1)[CH2:11]2)(=[O:3])[NH2:2].[H][H]>[Pd].CO.O1CCOCC1>[C:1]([C:4]12[CH2:13][CH:8]3[CH2:9][CH:10]([CH2:12][CH:6]([CH:7]3[NH:14][C:15]3[C:20]([C:21]([OH:23])=[O:22])=[CH:19][N:18]=[C:17]4[NH:31][CH:32]=[CH:33][C:16]=34)[CH2:5]1)[CH2:11]2)(=[O:3])[NH2:2]. Procedure: 10% Palladium on carbon (50% wet) (40 mg) was added to a solution of benzyl 4-[(5-carbamoyladamantan-2-yl)amino]-1H-pyrrolo-[2,3-b]pyridine-5-carboxylate (183 mg) in methanol (5 ml) and 1,4-dioxane (5 ml), and hydrogenated under hydrogen atmosphere for 5 hours. Resulting precipitates were dissolved by tetrahydrofuran and filtered out the catalysts. The filtrates were evaporated in vacuo to give 4-[(5-carbamoyladamantan-2-yl)amino]-1H-pyrrolo[2,3-b]pyridine-5-carboxylic acid (117 mg). Run at temperature 25 celsius, time 15 hour. Reaction SMILES: S(=O)(=O)(O)O.CO[C@@H:8]1[O:30][C:29]([CH2:41][O:42][C:43](=[O:50])[C:44]2[CH:49]=[CH:48][CH:47]=[CH:46][CH:45]=2)([CH2:31][O:32][C:33](=[O:40])[C:34]2[CH:39]=[CH:38][CH:37]=[CH:36][CH:35]=2)[C@@H:19]([O:20][C:21](=[O:28])[C:22]2[CH:27]=[CH:26][CH:25]=[CH:24][CH:23]=2)[C@H:9]1[O:10][C:11](=[O:18])[C:12]1[CH:17]=[CH:16][CH:15]=[CH:14][CH:13]=1.[C:51]([OH:54])(=[O:53])[CH3:52]>C(OC(=O)C)(=O)C.C(OCC)(=O)C.O>[C:51]([O:54][C@@H:8]1[O:30][C:29]([CH2:41][O:42][C:43](=[O:50])[C:44]2[CH:45]=[CH:46][CH:47]=[CH:48][CH:49]=2)([CH2:31][O:32][C:33](=[O:40])[C:34]2[CH:35]=[CH:36][CH:37]=[CH:38][CH:39]=2)[C@@H:19]([O:20][C:21](=[O:28])[C:22]2[CH:23]=[CH:24][CH:25]=[CH:26][CH:27]=2)[C@H:9]1[O:10][C:11](=[O:18])[C:12]1[CH:13]=[CH:14][CH:15]=[CH:16][CH:17]=1)(=[O:53])[CH3:52]. Reported procedure: Sulfuric acid (97%, 75 mL) was added to a solution of 1-O-methyl-2,3,5-tri-O-benzoyl-4-C-(benzoyloxymethyl)-β-D-ribofuranose (1.7 g, 2.8 mmoles) in a mixture of acetic acid (6.7 mL) and acetic anhydride (0.67 mL) at 0° C. The reaction mixture was stirred at 25° C. for 15 h and diluted with ethyl acetate (50 mL) and water (10 mL). This solution was washed with brine (3 times), with a saturated aqueous solution of sodium bicarbonate, dried over sodium sulfate, filtered, and the filtrate was evapor... The solvent is C(C)(=O)OC(C)=O (acetic anhydride), C(C)(=O)OCC (ethyl acetate), O (water). The product is C(C)(=O)O[C@H]1[C@H](OC(C2=CC=CC=C2)=O)[C@H](OC(C2=CC=CC=C2)=O)C(O1)(COC(C1=CC=CC=C1)=O)COC(C1=CC=CC=C1)=O (1-O-acetyl-2,3,5-tri-O-benzoyl-4-C-benzoyloxymethyl-β-D-ribofuranose). Reactants: S(O)(O)(=O)=O (Sulfuric acid), CO[C@H]1[C@H](OC(C2=CC=CC=C2)=O)[C@H](OC(C2=CC=CC=C2)=O)C(O1)(COC(C1=CC=CC=C1)=O)COC(C1=CC=CC=C1)=O (1-O-methyl-2,3,5-tri-O-benzoyl-4-C-(benzoyloxymethyl)-β-D-ribofuranose), C(C)(=O)O (acetic acid). Reported procedure: The compound (290.2 mg) obtained in Example 122-3 was dissolved in methanol (8.71 ml) and added with 1-methyl-2-imidazole carboxaldehyde (141.2 mg) and trimethyl orthoformate (272.2 mg), followed by stirring for 22 hours. The reaction solution was cooled with ice and then added with sodium borohydride (97.0 mg), followed by stirring at room temperature for 0.5 hour. The reaction solution was concentrated under reduced pressure and the residue was then added with water, followed by separation/ext... Yields the product C(CC)N(CCC)CC1=CC=C(C=C1)NC(C1=CC=C(C=C1)CNCC=1N(C=CN1)C)=O (N-(4-dipropylaminomethyl-phenyl)-4-{[(1-methyl-1H-imidazol-2-ylmethyl)-amino]methyl}benzamide). Yield: 69.3%. As a reaction SMILES: [NH2:1][CH2:2][C:3]1[CH:25]=[CH:24][C:6]([C:7]([NH:9][C:10]2[CH:15]=[CH:14][C:13]([CH2:16][N:17]([CH2:21][CH2:22][CH3:23])[CH2:18][CH2:19][CH3:20])=[CH:12][CH:11]=2)=[O:8])=[CH:5][CH:4]=1.[CH3:26][N:27]1[CH:31]=[CH:30][N:29]=[C:28]1[CH:32]=O.C(OC)(OC)OC.[BH4-].[Na+]>CO>[CH2:18]([N:17]([CH2:16][C:13]1[CH:14]=[CH:15][C:10]([NH:9][C:7](=[O:8])[C:6]2[CH:5]=[CH:4][C:3]([CH2:2][NH:1][CH2:32][C:28]3[N:27]([CH3:26])[CH:31]=[CH:30][N:29]=3)=[CH:25][CH:24]=2)=[CH:11][CH:12]=1)[CH2:21][CH2:22][CH3:23])[CH2:19][CH3:20] |f:3.4|. Starting materials: [BH4-].[Na+] (sodium borohydride), CN1C(=NC=C1)C=O (1-methyl-2-imidazole carboxaldehyde), C(OC)(OC)OC (trimethyl orthoformate), NCC1=CC=C(C(=O)NC2=CC=C(C=C2)CN(CCC)CCC)C=C1 (4-aminomethyl-N-(4-dipropylaminomethyl-phenyl)-benzamide). The solvent is CO (methanol). Reaction conditions: time 22 hour. Procedure details: Acetic acid (0.013 mL, 0.221 mmol) and tert-butyl 3-oxopropylcarbamate (38.2 mg, 0.221 mmol) were added to a solution of methyl 4-((1R,3aS,5aR,5bR,7aR,11aS,11bR,13aR,13bR)-3a-amino-5a,5b,8,8,11a-pentamethyl-1-(prop-1-en-2-yl)-2,3,3a,4,5,5a,5b,6,7,7a,8,11,11a,11b,12,13,13a,13b-octadecahydro-1H-cyclopenta[a]chrysen-9-yl)benzoate (40 mg, 0.074 mmol) in EtOH (1 mL) and dioxane (1.0 mL) and the mixture was stirred for 2 h at rt. Sodium triacetoxyborohydride (78 mg, 0.368 mmol) was added and the react... As a reaction SMILES: C(O)(=O)C.O=[CH:6][CH2:7][CH2:8][NH:9][C:10](=[O:16])[O:11][C:12]([CH3:15])([CH3:14])[CH3:13].[NH2:17][C@:18]12[CH2:53][CH2:52][C@@H:51]([C:54]([CH3:56])=[CH2:55])[C@@H:19]1[C@@H:20]1[C@@:33]([CH3:36])([CH2:34][CH2:35]2)[C@@:32]2([CH3:37])[C@@H:23]([C@:24]3([CH3:50])[C@@H:29]([CH2:30][CH2:31]2)[C:28]([CH3:39])([CH3:38])[C:27]([C:40]2[CH:49]=[CH:48][C:43]([C:44]([O:46][CH3:47])=[O:45])=[CH:42][CH:41]=2)=[CH:26][CH2:25]3)[CH2:22][CH2:21]1.C(O[BH-](OC(=O)C)OC(=O)C)(=O)C.[Na+]>CCO.O1CCOCC1>[C:12]([O:11][C:10]([NH:9][CH2:8][CH2:7][CH2:6][NH:17][C@:18]12[CH2:53][CH2:52][C@@H:51]([C:54]([CH3:56])=[CH2:55])[C@@H:19]1[C@@H:20]1[C@@:33]([CH3:36])([CH2:34][CH2:35]2)[C@@:32]2([CH3:37])[C@@H:23]([C@:24]3([CH3:50])[C@@H:29]([CH2:30][CH2:31]2)[C:28]([CH3:38])([CH3:39])[C:27]([C:40]2[CH:41]=[CH:42][C:43]([C:44]([O:46][CH3:47])=[O:45])=[CH:48][CH:49]=2)=[CH:26][CH2:25]3)[CH2:22][CH2:21]1)=[O:16])([CH3:15])([CH3:14])[CH3:13] |f:3.4|. Starting materials: C(C)(=O)O (Acetic acid), O=CCCNC(OC(C)(C)C)=O (tert-butyl 3-oxopropylcarbamate), N[C@]12[C@@H]([C@H]3CC[C@@H]4[C@]5(CC=C(C([C@@H]5CC[C@]4([C@@]3(CC1)C)C)(C)C)C1=CC=C(C(=O)OC)C=C1)C)[C@@H](CC2)C(=C)C (methyl 4-((1R,3aS,5aR,5bR,7aR,11aS,11bR,13aR,13bR)-3a-amino-5a,5b,8,8,11a-pentamethyl-1-(prop-1-en-2-yl)-2,3,3a,4,5,5a,5b,6,7,7a,8,11,11a,11b,12,13,13a,13b-octadecahydro-1H-cyclopenta[a]chrysen-9-yl)benzoate), C(C)(=O)O[BH-](OC(C)=O)OC(C)=O.[Na+] (Sodium triacetoxyborohydride). The yield is 54.0%. Conditions: time 2 hour. The solvent is CCO (EtOH), O1CCOCC1 (dioxane). The product is C(C)(C)(C)OC(=O)NCCCN[C@]12[C@@H]([C@H]3CC[C@@H]4[C@]5(CC=C(C([C@@H]5CC[C@]4([C@@]3(CC1)C)C)(C)C)C1=CC=C(C(=O)OC)C=C1)C)[C@@H](CC2)C(=C)C (methyl 4-((1R,3aS,5aR,5bR,7aR,11aS,11bR,13aR,13bR)-3a-(3-(tert-butoxycarbonylamino)propylamino)-5a,5b,8,8,11a-pentamethyl-1-(prop-1-en-2-yl)-2,3,3a,4,5,5a,5b,6,7,7a,8,11,11a,11b,12,13,13a,13b-octadecahydro-1H-cyclopenta[a]chrysen-9-yl)benzoate).